The task is: describe an organic reaction: reactants, conditions, products, and yield. This data is from the Open Reaction Database (ORD), a public repository of structured organic reaction records. The reactants are BrCC(=O)C1=C(SC(=C1)Cl)S(=O)(=O)N (3-bromoacetyl-5-chloro-2-thiophenesulfonamide), B([C@H]1CC2CC([C@@H]1C)C2(C)C)([C@H]3CC4CC([C@@H]3C)C4(C)C)Cl ((+)-β-chlorodiisopinocampheylborane), [K] (potassium), [OH-].[Na+] (sodium hydroxide). Run in C(C)OCC (diethyl ether), COC(C)(C)C (t-butyl methyl ether), O1CCCC1 (tetrahydrofuran), COC(C)(C)C (t-butyl methyl ether). Conditions: time 3 hour. Yields the product ClC1=CC=2[C@@H](CNS(C2S1)(=O)=O)O ((S)-3,4-dihydro-6-chloro-4-hydroxy-2H-thieno[3,2-e]-1,2-thiazine-1,1-dioxide). Reaction SMILES: Br[CH2:2][C:3]([C:5]1[CH:9]=[C:8]([Cl:10])[S:7][C:6]=1[S:11]([NH2:14])(=[O:13])=[O:12])=[O:4].B(Cl)([C@@H]1[C@@H](C)C2C(C)(C)C(C2)C1)[C@@H]1[C@@H](C)C2C(C)(C)C(C2)C1.[K].[OH-].[Na+]>COC(C)(C)C.O1CCCC1.C(OCC)C>[Cl:10][C:8]1[S:7][C:6]2[S:11](=[O:13])(=[O:12])[NH:14][CH2:2][C@@H:3]([OH:4])[C:5]=2[CH:9]=1 |f:3.4,^1:36|. Procedure: In the fourth step of the process, 3-bromoacetyl-5-chloro-2-thiophenesulfonamide (4) is reduced with an appropriate reagent to provide initially an (S)-bromohydrin, which upon subsequent treatment with aqueous sodium hydroxide cyclizes to (S)-3,4-dihydro-6-chloro-4-hydroxy-2H-thieno[3,2-e]-1,2-thiazine-1,1-dioxide (5). The preferred reducing agent is (+)-β-chlorodiisopinocampheylborane, which is well known to provide bromohydrins in high enantiomeric excess from prochiral α-bromo ketones [H. C. ... Starting materials: Cl (hydrochloric acid), C(C)OC1=NN(C=C1CCC(=O)OCC)CC1=CC=C(C=C1)OCC1=NC=C(C=C1)C1=CC=CC=C1 (ethyl 3-[3-ethoxy-1-[4-(5-phenyl-2-pyridylmethoxy)benzyl]-1H-pyrazol-4-yl]propionate), [OH-].[Na+] (sodium hydroxide), O1CCCC1 (tetrahydrofuran). The solvent is C(C)O (ethanol). Conditions: time 2 hour. Product: C(C)OC1=NN(C=C1CCC(=O)O)CC1=CC=C(C=C1)OCC1=NC=C(C=C1)C1=CC=CC=C1 (3-[3-ethoxy-1-[4-(5-phenyl-2-pyridylmethoxy)benzyl]-1H-pyrazol-4-yl]propionic acid). The yield is 94.0%. Reaction SMILES: [CH2:1]([O:3][C:4]1[C:8]([CH2:9][CH2:10][C:11]([O:13]CC)=[O:12])=[CH:7][N:6]([CH2:16][C:17]2[CH:22]=[CH:21][C:20]([O:23][CH2:24][C:25]3[CH:30]=[CH:29][C:28]([C:31]4[CH:36]=[CH:35][CH:34]=[CH:33][CH:32]=4)=[CH:27][N:26]=3)=[CH:19][CH:18]=2)[N:5]=1)[CH3:2].[OH-].[Na+].O1CCCC1.Cl>C(O)C>[CH2:1]([O:3][C:4]1[C:8]([CH2:9][CH2:10][C:11]([OH:13])=[O:12])=[CH:7][N:6]([CH2:16][C:17]2[CH:22]=[CH:21][C:20]([O:23][CH2:24][C:25]3[CH:30]=[CH:29][C:28]([C:31]4[CH:36]=[CH:35][CH:34]=[CH:33][CH:32]=4)=[CH:27][N:26]=3)=[CH:19][CH:18]=2)[N:5]=1)[CH3:2] |f:1.2|. Procedure details: After a mixture of ethyl 3-[3-ethoxy-1-[4-(5-phenyl-2-pyridylmethoxy)benzyl]-1H-pyrazol-4-yl]propionate (700 mg), 1N aqueous sodium hydroxide solution (3 ml), tetrahydrofuran (5 ml) and ethanol (5 ml) was stirred at room temperature for 2 hours, 1 N hydrochloric acid (3 ml) was added to the mixture, and then the mixture was extracted with ethyl acetate. The ethyl acetate layer was washed with saturated aqueous sodium chloride solution, dried (MgSO4) and concentrated. The resulting colorless crys... The reactants are COC1=CC(=CC=2N1C=CN2)C2=CC=CC=C2 (5-methoxy-7-phenylimidazo[1,2-a]pyridine), IN1C(CCC1=O)=O (N-iodosuccinimide). Run in C(C)(=O)OCC (ethyl acetate), C(C)#N (acetonitrile). The product is IC1=CN=C2N1C(=CC(=C2)C2=CC=CC=C2)OC (3-iodo-5-methoxy-7-phenylimidazo[1,2-a]pyridine). Reaction SMILES: [CH3:1][O:2][C:3]1[N:8]2[CH:9]=[CH:10][N:11]=[C:7]2[CH:6]=[C:5]([C:12]2[CH:17]=[CH:16][CH:15]=[CH:14][CH:13]=2)[CH:4]=1.[I:18]N1C(=O)CCC1=O>C(#N)C.C(OCC)(=O)C>[I:18][C:9]1[N:8]2[C:3]([O:2][CH3:1])=[CH:4][C:5]([C:12]3[CH:13]=[CH:14][CH:15]=[CH:16][CH:17]=3)=[CH:6][C:7]2=[N:11][CH:10]=1. Procedure details: To a solution of 5-methoxy-7-phenylimidazo[1,2-a]pyridine (397 mg, 1.77 mmol) in acetonitrile (30 ml) was added N-iodosuccinimide (478 mg, 2.12 mmol). After 1 h the reaction mixture was diluted with ethyl acetate, washed with 1N aqueous sodium hydroxide and water, then dried over magnesium sulfate, filtered, and concentrated. The residue was purified by column chromatography on silica gel (ethyl acetate/isohexane gradient) to give 3-iodo-5-methoxy-7-phenylimidazo[1,2-a]pyridine. 1H NMR (600 MHz,... Reactants: O=[N+]([O-])c1cncc(Br)c1, COc1ncc([N+](=O)[O-])cc1Br, O=[N+]([O-])c1ccnc(Br)c1, O=[N+]([O-])c1cc(Br)ccn1, COc1cnc([N+](=O)[O-])cc1Br, C1CNCCN1, c1ccc(N2CCNCC2)nc1. The product is O=[N+]([O-])c1ccccn1. Reaction SMILES: [Br:19][c:20]1[cH:21][n:22][cH:23][c:24]([N+:25]([O-:26])=[O:27])[cH:28]1.[Br:29][c:30]1[c:31]([O:32][CH3:33])[n:34][cH:35][c:36]([N+:37]([O-:38])=[O:39])[cH:40]1.[Br:41][c:42]1[cH:43][c:44]([N+:45]([O-:46])=[O:47])[cH:48][cH:49][n:50]1.[Br:51][c:52]1[cH:53][c:54]([N+:58](=[O:59])[O-:60])[n:55][cH:56][cH:57]1.[Br:61][c:62]1[c:63]([O:64][CH3:65])[cH:66][n:67][c:68]([N+:69]([O-:70])=[O:71])[cH:72]1.[CH2:13]1[NH:14][CH2:15][CH2:16][NH:17][CH2:18]1.[N:1]1([c:2]2[cH:3][cH:4][cH:5][cH:6][n:7]2)[CH2:8][CH2:9][NH:10][CH2:11][CH2:12]1>>[cH:52]1[cH:53][c:54]([N+:58](=[O:59])[O-:60])[n:55][cH:56][cH:57]1. Reactants: CC1Cc2ccc(Br)cc2CN1c1cc(N2CCN(C)CC2)nc(N)n1, C1COCCO1, Cn1cc(B2OC(C)(C)C(C)(C)O2)cc1C(=O)OCc1ccccc1, CCOC(C)=O, CN(C)c1ccc([PH](C(C)(C)C)(C(C)(C)C)[Pd](Cl)(Cl)[PH](c2ccc(N(C)C)cc2)(C(C)(C)C)C(C)(C)C)cc1, N#N, [Na+], [Na+], O=C([O-])[O-], O. Yields the product CC1Cc2ccc(-c3cc(C(=O)OCc4ccccc4)n(C)c3)cc2CN1c1cc(N2CCN(C)CC2)nc(N)n1. RXN SMILES: [Br:26][c:27]1[cH:28][cH:29][c:30]2[c:35]([cH:36]1)[CH2:34][N:33]([c:37]1[n:38][c:39]([NH2:50])[n:40][c:41]([N:43]3[CH2:44][CH2:45][N:46]([CH3:49])[CH2:47][CH2:48]3)[cH:42]1)[CH:32]([CH3:51])[CH2:31]2.[CH2:60]1[O:61][CH2:62][CH2:63][O:64][CH2:65]1.[CH3:1][n:2]1[c:3]([C:16](=[O:17])[O:18][CH2:19][c:20]2[cH:21][cH:22][cH:23][cH:24][cH:25]2)[cH:4][c:5]([B:7]2[O:8][C:9]([CH3:10])([CH3:11])[C:12]([CH3:13])([CH3:14])[O:15]2)[cH:6]1.[CH3:67][CH2:68][O:69][C:70](=[O:71])[CH3:72].[Cl:73][Pd:74]([Cl:75])([PH:76]([C:77]([CH3:78])([CH3:79])[CH3:80])([C:81]([CH3:82])([CH3:83])[CH3:84])[c:85]1[cH:86][cH:87][c:88]([N:89]([CH3:90])[CH3:91])[cH:92][cH:93]1)[PH:94]([c:95]1[cH:96][cH:97][c:98]([N:99]([CH3:100])[CH3:101])[cH:102][cH:103]1)([C:104]([CH3:105])([CH3:106])[CH3:107])[C:108]([CH3:109])([CH3:110])[CH3:111].[N:58]#[N:59].[Na+:52].[Na+:53].[O-:54][C:55](=[O:56])[O-:57].[OH2:66]>>[CH3:1][n:2]1[c:3]([C:16](=[O:17])[O:18][CH2:19][c:20]2[cH:21][cH:22][cH:23][cH:24][cH:25]2)[cH:4][c:5](-[c:27]2[cH:28][cH:29][c:30]3[c:35]([cH:36]2)[CH2:34][N:33]([c:37]2[n:38][c:39]([NH2:50])[n:40][c:41]([N:43]4[CH2:44][CH2:45][N:46]([CH3:49])[CH2:47][CH2:48]4)[cH:42]2)[CH:32]([CH3:51])[CH2:31]3)[cH:6]1.